This data is from the Open Reaction Database (ORD), a public repository of structured organic reaction records. The task is: describe an organic reaction: reactants, conditions, products, and yield The reactants are ClC1=NC(=CC(=N1)C1=CC(=C(C=C1)C(F)(F)F)OCC)C(F)(F)F (2-chloro-4-(3-ethoxy-4-trifluoromethyl-phenyl)-6-trifluoromethyl-pyrimidine), BrC=1C=C(C=CC1)B(O)O (3-bromo-benzene-boronic acid). Yields the product BrC=1C=C(C=CC1)C1=NC(=CC(=N1)C1=CC(=C(C=C1)C(F)(F)F)OCC)C(F)(F)F (2-(3-Bromo-phenyl)-4-(3-ethoxy-4-trifluoromethyl-phenyl)-6-trifluoromethyl-pyrimidine), solid. RXN SMILES: Cl[C:2]1[N:7]=[C:6]([C:8]2[CH:13]=[CH:12][C:11]([C:14]([F:17])([F:16])[F:15])=[C:10]([O:18][CH2:19][CH3:20])[CH:9]=2)[CH:5]=[C:4]([C:21]([F:24])([F:23])[F:22])[N:3]=1.[Br:25][C:26]1[CH:27]=[C:28](B(O)O)[CH:29]=[CH:30][CH:31]=1>>[Br:25][C:26]1[CH:31]=[C:30]([C:2]2[N:7]=[C:6]([C:8]3[CH:13]=[CH:12][C:11]([C:14]([F:17])([F:16])[F:15])=[C:10]([O:18][CH2:19][CH3:20])[CH:9]=3)[CH:5]=[C:4]([C:21]([F:24])([F:23])[F:22])[N:3]=2)[CH:29]=[CH:28][CH:27]=1. Procedure details: The title compound was prepared from 2-chloro-4-(3-ethoxy-4-trifluoromethyl-phenyl)-6-trifluoromethyl-pyrimidine (example A.10) (0.25 g, 0.67 mmol) and commercially available 3-bromo-benzene-boronic acid (0.17 g, 0.85 mmol) according to the general procedure IVb. Obtained as a light yellow solid (0.32 g, 97%). MS (EI) 492.0 [(M)+]; mp 108° C. The yield is 97.0%. The reactants are CS(=O)(=O)c1nccc(Oc2ccc(NC(=O)c3cc(F)cc(N4CCCCC4)c3)c3ccccc23)n1, NCC1OCCO1. Product: O=C(Nc1ccc(Oc2ccnc(NCC3OCCO3)n2)c2ccccc12)c1cc(F)cc(N2CCCCC2)c1. Reaction SMILES: [F:1][c:2]1[cH:3][c:4]([C:5](=[O:6])[NH:7][c:8]2[cH:9][cH:10][c:11]([O:18][c:19]3[n:20][c:21]([S:25]([CH3:26])(=[O:27])=[O:28])[n:22][cH:23][cH:24]3)[c:12]3[cH:13][cH:14][cH:15][cH:16][c:17]23)[cH:29][c:30]([N:32]2[CH2:33][CH2:34][CH2:35][CH2:36][CH2:37]2)[cH:31]1.[O:38]1[CH:39]([CH2:43][NH2:44])[O:40][CH2:41][CH2:42]1>>[F:1][c:2]1[cH:3][c:4]([C:5](=[O:6])[NH:7][c:8]2[cH:9][cH:10][c:11]([O:18][c:19]3[n:20][c:21]([NH:44][CH2:43][CH:39]4[O:38][CH2:42][CH2:41][O:40]4)[n:22][cH:23][cH:24]3)[c:12]3[cH:13][cH:14][cH:15][cH:16][c:17]23)[cH:29][c:30]([N:32]2[CH2:33][CH2:34][CH2:35][CH2:36][CH2:37]2)[cH:31]1. Reactants: C1CCOC1, CCOC=O, CC(C)NC(C)C, FC(F)(F)c1cccc2ccc(Cl)nc12, [Li]CCCC. Product: O=Cc1cc2cccc(C(F)(F)F)c2nc1Cl. RXN SMILES: [CH2:33]1[O:34][CH2:35][CH2:36][CH2:37]1.[CH:28](=[O:29])[O:30][CH2:31][CH3:32].[CH:6]([NH:7][CH:8]([CH3:9])[CH3:10])([CH3:11])[CH3:12].[Cl:13][c:14]1[n:15][c:16]2[c:17]([C:24]([F:25])([F:26])[F:27])[cH:18][cH:19][cH:20][c:21]2[cH:22][cH:23]1.[Li:1][CH2:2][CH2:3][CH2:4][CH3:5]>>[Cl:13][c:14]1[n:15][c:16]2[c:17]([C:24]([F:25])([F:26])[F:27])[cH:18][cH:19][cH:20][c:21]2[cH:22][c:23]1[CH:28]=[O:29]. The reactants are Cl (hydrochloric acid), FC=1C=C(C=CC1OC)C=C(C)[N+](=O)[O-] (1-(3-fluoro-4-methoxyphenyl)-2-nitroprop-1-ene), O1CCCC1 (tetrahydrofuran). Reagents/catalysts: [Fe] (iron). Yields the product FC=1C=C(C=CC1OC)CC(C)=O (1-(3-Fluoro-4-methoxyphenyl)propan-2-one). Reaction SMILES: Cl.[F:2][C:3]1[CH:4]=[C:5]([CH:11]=[C:12]([N+]([O-])=O)[CH3:13])[CH:6]=[CH:7][C:8]=1[O:9][CH3:10].[O:17]1CCCC1>[Fe]>[F:2][C:3]1[CH:4]=[C:5]([CH2:11][C:12](=[O:17])[CH3:13])[CH:6]=[CH:7][C:8]=1[O:9][CH3:10]. Procedure: Concentrated hydrochloric acid (30 ml) was added dropwise, over 45 minutes, to a stirred mixture of iron powder (6 g) and 1-(3-fluoro-4-methoxyphenyl)-2-nitroprop-1-ene (5.7 g) in tetrahydrofuran (100 ml) at reflux. The mixture was heated under reflux for a further two hours, cooled, filtered and evaporated. Water (100 ml) was added to the residue and extracted with dichloromethane. The dried (magnesium sulphate) extracts were evaporated to dryness to give the title compound as an oil.